Dataset: the Open Reaction Database (ORD), a public repository of structured organic reaction records. Task: describe an organic reaction: reactants, conditions, products, and yield Starting materials: [H-].[Na+] (sodium hydride), BrCC=1C=CC2=C(C(=C(O2)[N+](=O)[O-])C2=CC=CC=C2)C1 (5-bromomethyl-2-nitro-3-phenylbenzofuran), C(C)O (ethanol), CS (methyl mercaptan). Run in O (water). Yields the product CSCC=1C=CC2=C(C(=C(O2)[N+](=O)[O-])C2=CC=CC=C2)C1 (5-methylthiomethyl-2-nitro-3-phenylbenzofuran). As a reaction SMILES: [H-].[Na+].C(O)C.[CH3:6][SH:7].Br[CH2:9][C:10]1[CH:11]=[CH:12][C:13]2[O:17][C:16]([N+:18]([O-:20])=[O:19])=[C:15]([C:21]3[CH:26]=[CH:25][CH:24]=[CH:23][CH:22]=3)[C:14]=2[CH:27]=1>O>[CH3:6][S:7][CH2:9][C:10]1[CH:11]=[CH:12][C:13]2[O:17][C:16]([N+:18]([O-:20])=[O:19])=[C:15]([C:21]3[CH:26]=[CH:25][CH:24]=[CH:23][CH:22]=3)[C:14]=2[CH:27]=1 |f:0.1|. Procedure details: To a stirred mixture of 1.4 g. of sodium hydride in 150 ml. of ethanol is added 6 ml. of methyl mercaptan, then 6.6 g. (0.02 mole) of 5-bromomethyl-2-nitro-3-phenylbenzofuran. After four hours the mixture is poured into cold water, this mixture is extracted with diethyl ether, the extracts are washed with 5 percent sodium hydroxide solution, water and saturated sodium chloride solution, then dried. Evaporation provides yellow 5-methylthiomethyl-2-nitro-3-phenylbenzofuran. The structural assignme... The reactants are NC=1C=C(C=NC1)C(=O)OC (methyl 5-aminopyridine-3-carboxylate), aqueous solution, Cl (HCl). Solvent: CO (MeOH). Yields the product Cl.Cl.N[C@@H]1C[C@@H](CNC1)C(=O)OC (methyl cis-5-aminopiperidine-3-carboxylate dihydrochloride). RXN SMILES: [NH2:1][C:2]1[CH:3]=[C:4]([C:8]([O:10][CH3:11])=[O:9])[CH:5]=[N:6][CH:7]=1.[ClH:12]>CO>[ClH:12].[ClH:12].[NH2:1][C@H:2]1[CH2:7][NH:6][CH2:5][C@@H:4]([C:8]([O:10][CH3:11])=[O:9])[CH2:3]1 |f:3.4.5|. Procedure: To the solution of methyl 5-aminopyridine-3-carboxylate (700.0 mg) in MeOH (20 ml) was added 2 M aqueous solution of HCl (7 ml). And the mixture was hydrogenated (ca. 4 atm) for 1 day in a Parr low-pressure hydrogenation apparatus with a 5 wt. % Rh on Al2O3 catalyst (451.9 mg) at 80° C. Rh on Al2O3 catalyst was filtered off and the filtrate was concentrated in vacuo. The residue was solidified from the mixed solvent of CHCl3 and MeOH to give methyl cis-5-aminopiperidine-3-carboxylate dihydrochlo... Reactants: FC=1C=C(C=CC1S(=O)(=O)C(C)C)C1=C(C=CC(=C1)C(F)(F)F)OCC(=O)OC (Methyl [[3′-fluoro-4′-[(1-methylethyl)sulfonyl]-5-(trifluoromethyl)[1,1′-biphenyl]-2-yl]oxy]acetate), C1CCOC1 (THF), CO (MeOH). Run in [OH-].[Na+] (NaOH). Yields the product FC=1C=C(C=CC1S(=O)(=O)C(C)C)C1=C(C=CC(=C1)C(F)(F)F)OCC(=O)O ([[3′-Fluoro-4′-[(1-methylethyl)sulfonyl]-5-(trifluoromethyl)[1,1′-biphenyl]-2-yl]oxy]acetic acid). As a reaction SMILES: [F:1][C:2]1[CH:3]=[C:4]([C:14]2[CH:19]=[C:18]([C:20]([F:23])([F:22])[F:21])[CH:17]=[CH:16][C:15]=2[O:24][CH2:25][C:26]([O:28]C)=[O:27])[CH:5]=[CH:6][C:7]=1[S:8]([CH:11]([CH3:13])[CH3:12])(=[O:10])=[O:9].C1COCC1.CO>[OH-].[Na+]>[F:1][C:2]1[CH:3]=[C:4]([C:14]2[CH:19]=[C:18]([C:20]([F:23])([F:22])[F:21])[CH:17]=[CH:16][C:15]=2[O:24][CH2:25][C:26]([OH:28])=[O:27])[CH:5]=[CH:6][C:7]=1[S:8]([CH:11]([CH3:13])[CH3:12])(=[O:10])=[O:9] |f:3.4|. Procedure: A solution of the product from step e) (140 mg) in NaOH (0.35 ml, 1 M), THF (2 ml) and MeOH (1 ml) was stirred for 2 h. The solvent was removed in vacuo and the residue was washed with ether, acidified (2M HCl) and extracted with DCM (thrice). The organic extracts were dried (MgSO4), evaporated and crystallised from isohexane-DCM to give the title compound (105 mg). M.p. 170-1° C. Starting materials: CS(=O)(=O)c1ccc(CBr)cc1, O=C([O-])[O-], [Cs+], [Cs+], CN(C)C=O, CCOC(=O)CC1CCc2c1[nH]c1ccc(O)cc21. Yields the product CCOC(=O)CC1CCc2c1[nH]c1ccc(OCc3ccc(S(C)(=O)=O)cc3)cc21. RXN SMILES: [Br:26][CH2:27][c:28]1[cH:29][cH:30][c:31]([S:34](=[O:35])(=[O:36])[CH3:37])[cH:32][cH:33]1.[C:20](=[O:21])([O-:22])[O-:23].[Cs+:24].[Cs+:25].[O:38]=[CH:39][N:40]([CH3:41])[CH3:42].[OH:1][c:2]1[cH:3][c:4]2[c:5]3[c:6]([nH:7][c:8]2[cH:9][cH:10]1)[CH:11]([CH2:14][C:15](=[O:16])[O:17][CH2:18][CH3:19])[CH2:12][CH2:13]3>>[O:1]([c:2]1[cH:3][c:4]2[c:5]3[c:6]([nH:7][c:8]2[cH:9][cH:10]1)[CH:11]([CH2:14][C:15](=[O:16])[O:17][CH2:18][CH3:19])[CH2:12][CH2:13]3)[CH2:27][c:28]1[cH:29][cH:30][c:31]([S:34](=[O:35])(=[O:36])[CH3:37])[cH:32][cH:33]1. Starting materials: C=1C=CN2C1CN(C1=C(C2)C=CC=C1)C(=O)C1=CC=C(C=C1)B1OC(C(O1)(C)C)(C)C ((10,11-Dihydro-5H-pyrrolo[2,1-c][1,4]benzodiazepin-10-yl)-[4-(4,4,5,5-tetramethyl-[1,3,2]dioxaborolan-2-yl)-phenyl]-methanone), 3-oxo-2-methyl-cylclohex-1-en-1-yl trifluoromethanesulfonate, C(C)OCC (diethyl ether). Yields the product C=1C=CN2C1CN(C1=C(C2)C=CC=C1)C(=O)C1=CC=C(C=C1)C1=C(C(CCC1)=O)C (3-[4-(10,11-Dihydro-5H-pyrrolo[2,1-c][1,4]benzodiazepine-10-carbonyl)-phenyl]-2-methyl-cyclohex-2-en-1-one). RXN SMILES: [CH:1]1[CH:2]=[CH:3][N:4]2[CH2:10][C:9]3[CH:11]=[CH:12][CH:13]=[CH:14][C:8]=3[N:7]([C:15]([C:17]3[CH:22]=[CH:21][C:20](B4OC(C)(C)C(C)(C)O4)=[CH:19][CH:18]=3)=[O:16])[CH2:6][C:5]=12.C([O:34][CH2:35][CH3:36])C>>[CH:1]1[CH:2]=[CH:3][N:4]2[CH2:10][C:9]3[CH:11]=[CH:12][CH:13]=[CH:14][C:8]=3[N:7]([C:15]([C:17]3[CH:18]=[CH:19][C:20]([C:1]4[CH2:2][CH2:3][CH2:36][C:35](=[O:34])[C:5]=4[CH3:6])=[CH:21][CH:22]=3)=[O:16])[CH2:6][C:5]=12. Procedure: (10,11-Dihydro-5H-pyrrolo[2,1-c][1,4]benzodiazepin-10-yl)-[4-(4,4,5,5-tetramethyl-[1,3,2]dioxaborolan-2-yl)-phenyl]-methanone of Example 19, Step B (0.350 g, 0.87 mmol) and 3-oxo-2-methyl-cylclohex-1-en-1-yl trifluoromethanesulfonate (0.248 g, 0.96 mmol) were reacted in the manner of Example 1, Step F. Purification by flash column chromatography on silica gel, eluting with a solvent gradient of from 20 to 50% ethyl acetate in hexane afforded a light yellow oil. The oil thus isolated was dissolve...